Dataset: the Open Reaction Database (ORD), a public repository of structured organic reaction records. Task: describe an organic reaction: reactants, conditions, products, and yield Starting materials: COCC1(C)Oc2ccc(N)cc2C(n2ccccc2=O)C1O, O=CO, c1ccncc1. The product is COCC1(C)Oc2ccc(NC=O)cc2C(n2ccccc2=O)C1O. As a reaction SMILES: [CH3:1][O:2][CH2:3][C:4]1([CH3:23])[O:5][c:6]2[cH:7][cH:8][c:9]([NH2:22])[cH:10][c:11]2[CH:12]([n:15]2[c:16](=[O:21])[cH:17][cH:18][cH:19][cH:20]2)[CH:13]1[OH:14].[CH:24](=[O:25])[OH:26].[cH:27]1[cH:28][cH:29][n:30][cH:31][cH:32]1>>[CH3:1][O:2][CH2:3][C:4]1([CH3:23])[O:5][c:6]2[cH:7][cH:8][c:9]([NH:22][CH:24]=[O:25])[cH:10][c:11]2[CH:12]([n:15]2[c:16](=[O:21])[cH:17][cH:18][cH:19][cH:20]2)[CH:13]1[OH:14]. The reactants are Fc1ccc(Br)c(-n2ccnn2)c1, CN1CCCC1=O, N#C[Cu]. Product: N#Cc1ccc(F)cc1-n1ccnn1. RXN SMILES: [Br:1][c:2]1[c:3](-[n:9]2[n:10][n:11][cH:12][cH:13]2)[cH:4][c:5]([F:8])[cH:6][cH:7]1.[CH3:17][N:18]1[CH2:19][CH2:20][CH2:21][C:22]1=[O:23].[Cu:14][C:15]#[N:16]>>[c:2]1([C:15]#[N:16])[c:3](-[n:9]2[n:10][n:11][cH:12][cH:13]2)[cH:4][c:5]([F:8])[cH:6][cH:7]1.